From a dataset of the Open Reaction Database (ORD), a public repository of structured organic reaction records. describe an organic reaction: reactants, conditions, products, and yield The reactants are CC1COCCN1c1cc(CS(=O)(=O)C(C)C)nc(-c2ccc(NC(=O)OC(C)(C)C)cc2)n1, ClCCl, O=C(O)C(F)(F)F. Yields the product CC1COCCN1c1cc(CS(=O)(=O)C(C)C)nc(-c2ccc(N)cc2)n1. RXN SMILES: [CH:1]([CH3:2])([CH3:3])[S:4](=[O:5])(=[O:6])[CH2:7][c:8]1[n:9][c:10](-[c:21]2[cH:22][cH:23][c:24]([NH:27][C:28](=[O:29])[O:30][C:31]([CH3:32])([CH3:33])[CH3:34])[cH:25][cH:26]2)[n:11][c:12]([N:14]2[CH:15]([CH3:20])[CH2:16][O:17][CH2:18][CH2:19]2)[cH:13]1.[Cl:42][CH2:43][Cl:44].[OH:35][C:36]([C:37]([F:38])([F:39])[F:40])=[O:41]>>[CH:1]([CH3:2])([CH3:3])[S:4](=[O:5])(=[O:6])[CH2:7][c:8]1[n:9][c:10](-[c:21]2[cH:22][cH:23][c:24]([NH2:27])[cH:25][cH:26]2)[n:11][c:12]([N:14]2[CH:15]([CH3:20])[CH2:16][O:17][CH2:18][CH2:19]2)[cH:13]1. Starting materials: CC(=O)n1ncc2c(C(F)(F)F)c(C#N)ccc21, CCOC(C)=O, CCO, Cl, [Na+], [OH-]. Product: N#Cc1ccc2[nH]ncc2c1C(F)(F)F. RXN SMILES: [C:1](=[O:2])([CH3:3])[n:4]1[n:5][cH:6][c:7]2[c:8]([C:15]([F:16])([F:17])[F:18])[c:9]([C:13]#[N:14])[cH:10][cH:11][c:12]12.[CH3:22][CH2:23][O:24][C:25]([CH3:26])=[O:27].[CH3:28][CH2:29][OH:30].[ClH:19].[Na+:21].[OH-:20]>>[nH:4]1[n:5][cH:6][c:7]2[c:8]([C:15]([F:16])([F:17])[F:18])[c:9]([C:13]#[N:14])[cH:10][cH:11][c:12]12. Reactants: Cl (hydrochloric acid), FC(OC=1C(=C(C(=O)Cl)C(=C(C1F)F)[N+](=O)[O-])F)F (3-difluoromethoxy-2,4,5-trifluoro-6-nitrobenzoyl chloride), ( XIII ), C(C)OCC (diethyl ether), diethyl ethoxymagnesium malonate. Conditions: time 2 hour. Yields the product FC(OC=1C(=C(C(=O)C(C(=O)OCC)C(=O)OCC)C(=C(C1F)F)[N+](=O)[O-])F)F (diethyl (3-difluoromethoxy-2,4,5-trifluoro-6-nitrobenzoyl)malonate). As a reaction SMILES: [F:1][CH:2]([F:19])[O:3][C:4]1[C:5]([F:18])=[C:6]([C:10]([N+:15]([O-:17])=[O:16])=[C:11]([F:14])[C:12]=1[F:13])[C:7](Cl)=[O:8].[C:20]([O-:26])(=[O:25])[CH2:21][C:22]([O-:24])=[O:23].[CH2:27](C(CC)(O[Mg+2])C)[CH3:28].Cl.[CH2:36](OCC)[CH3:37]>>[F:1][CH:2]([F:19])[O:3][C:4]1[C:5]([F:18])=[C:6]([C:10]([N+:15]([O-:17])=[O:16])=[C:11]([F:14])[C:12]=1[F:13])[C:7]([CH:21]([C:20]([O:26][CH2:36][CH3:37])=[O:25])[C:22]([O:24][CH2:27][CH3:28])=[O:23])=[O:8] |f:1.2|. Procedure details: The whole of the 3-difluoromethoxy-2,4,5-trifluoro-6-nitrobenzoyl chloride [(XIII), R1 =--OCHF2, R3' =NO2, X=X'=F] prepared as described above was dissolved in 150 ml of anhydrous diethyl ether, and this solution was added dropwise, with stirring at room temperature, to the suspension of diethyl ethoxymagnesium malonate. The resulting mixture was then stirred at room temperature for an additional 2 hours. At the end of this time, 100 ml of 1N aqueous hydrochloric acid were added to the reaction ... Product: CCc1cccc2c(C(=O)OC)cnnc12. Reactants: C1CCOC1, CCc1cccc2c(C(=O)O)cnnc12, CC(=O)[O-], CO, [Na+]. Reaction SMILES: [CH2:16]1[O:17][CH2:18][CH2:19][CH2:20]1.[CH2:1]([CH3:2])[c:3]1[cH:4][cH:5][cH:6][c:7]2[c:8]([C:13](=[O:14])[OH:15])[cH:9][n:10][n:11][c:12]12.[CH3:22][C:23](=[O:24])[O-:25].[CH3:26][OH:27].[Na+:21]>>[CH2:1]([CH3:2])[c:3]1[cH:4][cH:5][cH:6][c:7]2[c:8]([C:13](=[O:14])[O:15][CH3:16])[cH:9][n:10][n:11][c:12]12. The reactants are ClCCCBr, O=C([O-])[O-], [K+], [K+], CN(C)C=O, O, COC(=O)C(C)=Cc1ccc(O)cc1. Yields the product COC(=O)C(C)=Cc1ccc(OCCCCl)cc1. As a reaction SMILES: [Br:26][CH2:27][CH2:28][CH2:29][Cl:30].[C:20](=[O:21])([O-:22])[O-:23].[K+:24].[K+:25].[O:15]=[CH:16][N:17]([CH3:18])[CH3:19].[OH2:31].[OH:1][c:2]1[cH:3][cH:4][c:5]([CH:6]=[C:7]([C:8](=[O:9])[O:10][CH3:11])[CH3:12])[cH:13][cH:14]1>>[O:1]([c:2]1[cH:3][cH:4][c:5]([CH:6]=[C:7]([C:8](=[O:9])[O:10][CH3:11])[CH3:12])[cH:13][cH:14]1)[CH2:27][CH2:28][CH2:29][Cl:30].